From a dataset of the Open Reaction Database (ORD), a public repository of structured organic reaction records. describe an organic reaction: reactants, conditions, products, and yield Reactants: N#CN1CCOCC1, Cc1cccc(O)c1, Cl, COc1ccc(-c2ccccc2)c(N)c1. Product: COc1ccc(-c2ccccc2)c(NC(=N)N2CCOCC2)c1. As a reaction SMILES: [C:17](#[N:18])[N:19]1[CH2:20][CH2:21][O:22][CH2:23][CH2:24]1.[CH3:25][c:26]1[cH:27][c:28]([OH:29])[cH:30][cH:31][cH:32]1.[ClH:1].[NH2:2][c:3]1[c:4](-[c:11]2[cH:12][cH:13][cH:14][cH:15][cH:16]2)[cH:5][cH:6][c:7]([O:9][CH3:10])[cH:8]1>>[NH:2]([c:3]1[c:4](-[c:11]2[cH:12][cH:13][cH:14][cH:15][cH:16]2)[cH:5][cH:6][c:7]([O:9][CH3:10])[cH:8]1)[C:17](=[NH:18])[N:19]1[CH2:20][CH2:21][O:22][CH2:23][CH2:24]1. The reactants are Cc1nc(-c2ccccc2[N+](=O)[O-])[nH]c1-c1cccnc1, CO, [H][H], C1CCOC1. Product: Cc1nc(-c2ccccc2N)[nH]c1-c1cccnc1. Reaction SMILES: [CH3:1][c:2]1[n:3][c:4](-[c:13]2[c:14]([N+:19]([O-:20])=[O:21])[cH:15][cH:16][cH:17][cH:18]2)[nH:5][c:6]1-[c:7]1[cH:8][n:9][cH:10][cH:11][cH:12]1.[CH3:29][OH:30].[H:22][H:23].[O:24]1[CH2:25][CH2:26][CH2:27][CH2:28]1>>[CH3:1][c:2]1[n:3][c:4](-[c:13]2[c:14]([NH2:19])[cH:15][cH:16][cH:17][cH:18]2)[nH:5][c:6]1-[c:7]1[cH:8][n:9][cH:10][cH:11][cH:12]1. The reactants are CCc1ccc(Cc2ccc(NC(=O)OCc3ccccc3)cc2OC2OC(COC(C)=O)C(OC(C)=O)C(OC(C)=O)C2OC(C)=O)cc1, C, C1CCOC1, [Pd]. Product: CCc1ccc(Cc2ccc(N)cc2OC2OC(COC(C)=O)C(OC(C)=O)C(OC(C)=O)C2OC(C)=O)cc1. As a reaction SMILES: [C:1]([CH3:2])(=[O:3])[O:4][CH:5]1[CH:6]([O:7][c:8]2[c:9]([CH2:25][c:26]3[cH:27][cH:28][c:29]([CH2:32][CH3:33])[cH:30][cH:31]3)[cH:10][cH:11][c:12]([NH:14][C:15]([O:16][CH2:17][c:18]3[cH:19][cH:20][cH:21][cH:22][cH:23]3)=[O:24])[cH:13]2)[O:34][CH:35]([CH2:46][O:47][C:48]([CH3:49])=[O:50])[CH:36]([O:42][C:43]([CH3:44])=[O:45])[CH:37]1[O:38][C:39]([CH3:40])=[O:41].[C:56].[O:51]1[CH2:52][CH2:53][CH2:54][CH2:55]1.[Pd:57]>>[C:1]([CH3:2])(=[O:3])[O:4][CH:5]1[CH:6]([O:7][c:8]2[c:9]([CH2:25][c:26]3[cH:27][cH:28][c:29]([CH2:32][CH3:33])[cH:30][cH:31]3)[cH:10][cH:11][c:12]([NH2:14])[cH:13]2)[O:34][CH:35]([CH2:46][O:47][C:48]([CH3:49])=[O:50])[CH:36]([O:42][C:43]([CH3:44])=[O:45])[CH:37]1[O:38][C:39]([CH3:40])=[O:41]. The reactants are CC(C)([O-])C.[K+] (Potassium tert-butoxide), CI (methyl iodide), CC(C)([O-])C.[K+] (potassium tert-butoxide), CC(C)([O-])C.[K+] (Potassium tert-butoxide), BrC1=CC=C2CCC3(C(C2=C1)=O)CCC(CC3)O (7′-Bromo-4-hydroxy-3′,4′-dihydro-1′H-spiro[cyclohexane-1,2′-naphthalen]-1′-one), BrC1=CC=C2CCC3(C(C2=C1)=O)CCC(CC3)O (7′-Bromo-4-hydroxy-3′,4′-dihydro-1′H-spiro[cyclohexane-1,2′-naphthalen]-1′-one), CI (Methyl iodide). Solvent: 2-methyl THF, [Cl-].[Na+].O (Brine). Reaction conditions: temperature 0 celsius, time 8 hour. Yields the product BrC1=CC=C2CCC3(C(C2=C1)=O)CCC(CC3)OC (7′-Bromo-4-methoxy-3′,4′-dihydro-1′H-spiro[cyclohexane-1,2′-naphthalen]-1′-one). Isolated yield 75.7%. Reaction SMILES: [Br:1][C:2]1[CH:11]=[C:10]2[C:5]([CH2:6][CH2:7][C:8]3([CH2:17][CH2:16][CH:15]([OH:18])[CH2:14][CH2:13]3)[C:9]2=[O:12])=[CH:4][CH:3]=1.CI.[CH3:21]C(C)([O-])C.[K+]>[Cl-].[Na+].O>[Br:1][C:2]1[CH:11]=[C:10]2[C:5]([CH2:6][CH2:7][C:8]3([CH2:17][CH2:16][CH:15]([O:18][CH3:21])[CH2:14][CH2:13]3)[C:9]2=[O:12])=[CH:4][CH:3]=1 |f:2.3,4.5.6|. Reported procedure: 7′-Bromo-4-hydroxy-3′,4′-dihydro-1′H-spiro[cyclohexane-1,2′-naphthalen]-1′-one (Intermediate 8, 1.78 g, 5.76 mmol) was dissolved in 2-methyl THF (15 mL) under an inert atmosphere and the solution was cooled to 0° C. Methyl iodide (0.720 mL, 11.5 mmol) was added followed by portion wise addition of potassium tert-butoxide (1.29 g, 11.5 mmol). The resulting mixture was stirred at r.t. overnight. Potassium tert-butoxide (0.323 g, 2.88 mmol) and methyl iodide (0.717 mL, 11.5 mmol) were added. The mi... Reactants: [OH-].[Na+] (sodium hydroxide), C(C)(=O)OO (peracetic acid), α,α'-azoisobutyronitrile, B(F)(F)F.CCOCC (BF3.Et2O), C(C=C)C1C(CCCCCCCCCC1)=O (2-allyl-cyclododecanone), C1(=CC=CC=C1)S (thiophenol), α,α'-azoisobutyronitrile, C(C)(=O)OO (peracetic acid). Product: C(C=C)C1C(CCCCCCCCCC1)=O (2-allyl-cyclododecanone), C1(=CC=CC=C1)S(=O)(=O)CCCC1CCCCCCCCCCC(=O)O1 (15-Phenylsulfonyl-12-pentadecanolide). Reaction SMILES: [CH2:1]([CH:4]1[CH2:15][CH2:14][CH2:13][CH2:12][CH2:11][CH2:10][CH2:9][CH2:8][CH2:7][CH2:6][C:5]1=[O:16])[CH:2]=[CH2:3].[C:17]1([SH:23])[CH:22]=[CH:21][CH:20]=[CH:19][CH:18]=1.[C:24]([O:27]O)(=[O:26])[CH3:25].B(F)(F)F.CC[O:35]CC.[OH-:38].[Na+]>>[CH2:1]([CH:4]1[CH2:15][CH2:14][CH2:13][CH2:12][CH2:11][CH2:10][CH2:9][CH2:8][CH2:7][CH2:6][C:5]1=[O:16])[CH:2]=[CH2:3].[C:17]1([S:23]([CH2:13][CH2:12][CH2:11][CH:10]2[O:27][C:24](=[O:26])[CH2:25][CH2:3][CH2:2][CH2:1][CH2:4][CH2:5][CH2:6][CH2:7][CH2:8][CH2:9]2)(=[O:35])=[O:38])[CH:22]=[CH:21][CH:20]=[CH:19][CH:18]=1 |f:3.4,5.6|. Reported procedure: 22.0 g (100 mmole) of 2-allyl-cyclododecanone--Helv. Chim. Acta 54, 2889 (1971)--in admixture with 13.2 g (12.2 mmole) of thiophenol and 0.3 g of α,α'-azoisobutyronitrile were heated at 100° for 10 hours, an additional amount of 0.6 g of α,α'-azoisobutyronitrile being added over this period, portionwise, to the reaction mixture. After elimination of the excess of thiophenol and unreacted 2-allyl-cyclododecanone (2.25 g) by distillation (170°/0.05 Torr) the reaction mixture was diluted with 300 m... The reactants are C1COCCO1, COC(=O)c1cnc(N2CCN(S(=O)(=O)c3ccc(C(F)(F)F)cc3)CC2)s1, C[O-], CO, Cl, Cl, NO, [Na+]. The product is O=C(NO)c1cnc(N2CCN(S(=O)(=O)c3ccc(C(F)(F)F)cc3)CC2)s1. RXN SMILES: [CH2:38]1[O:39][CH2:40][CH2:41][O:42][CH2:43]1.[CH3:1][O:2][C:3](=[O:4])[c:5]1[cH:6][n:7][c:8]([N:10]2[CH2:11][CH2:12][N:13]([S:16](=[O:17])(=[O:18])[c:19]3[cH:20][cH:21][c:22]([C:25]([F:26])([F:27])[F:28])[cH:23][cH:24]3)[CH2:14][CH2:15]2)[s:9]1.[CH3:32][O-:33].[CH3:35][OH:36].[ClH:29].[ClH:37].[NH2:30][OH:31].[Na+:34]>>[O:2]=[C:3]([c:5]1[cH:6][n:7][c:8]([N:10]2[CH2:11][CH2:12][N:13]([S:16](=[O:17])(=[O:18])[c:19]3[cH:20][cH:21][c:22]([C:25]([F:26])([F:27])[F:28])[cH:23][cH:24]3)[CH2:14][CH2:15]2)[s:9]1)[NH:30][OH:31]. Starting materials: CC1(C)Oc2ccc(CC(=O)NCc3ccccc3)cc2C2OC21, CCO, N, O. Product: CC1(C)Oc2ccc(CC(=O)NCc3ccccc3)cc2C(N)C1O. Reaction SMILES: [CH2:2]([c:3]1[cH:4][cH:5][cH:6][cH:7][cH:8]1)[NH:9][C:10]([CH2:11][c:12]1[cH:13][c:14]2[c:19]([cH:20][cH:21]1)[O:18][C:17]([CH3:22])([CH3:23])[CH:16]1[CH:15]2[O:24]1)=[O:25].[CH3:27][CH2:28][OH:29].[NH3:1].[OH2:26]>>[NH2:1][CH:15]1[c:14]2[cH:13][c:12]([CH2:11][C:10]([NH:9][CH2:2][c:3]3[cH:4][cH:5][cH:6][cH:7][cH:8]3)=[O:25])[cH:21][cH:20][c:19]2[O:18][C:17]([CH3:22])([CH3:23])[CH:16]1[OH:24]. Reactants: C1CCOC1, C[Si](C)(C)[N-][Si](C)(C)C, ClC(Cl)(Cl)C(Cl)(Cl)Cl, CC(C)(C)OC(=O)n1c(-c2cnco2)cc2cc(F)ccc21, [Li+]. Reaction SMILES: [CH2:41]1[O:42][CH2:43][CH2:44][CH2:45]1.[CH3:2][Si:3]([N-:4][Si:5]([CH3:6])([CH3:7])[CH3:8])([CH3:9])[CH3:10].[Cl:33][C:34]([C:35]([Cl:36])([Cl:37])[Cl:38])([Cl:39])[Cl:40].[F:11][c:12]1[cH:13][c:14]2[cH:15][c:16](-[c:28]3[cH:29][n:30][cH:31][o:32]3)[n:17]([C:21](=[O:22])[O:23][C:24]([CH3:25])([CH3:26])[CH3:27])[c:18]2[cH:19][cH:20]1.[Li+:1]>>[F:11][c:12]1[cH:13][c:14]2[cH:15][c:16](-[c:28]3[cH:29][n:30][c:31]([Cl:33])[o:32]3)[n:17]([C:21](=[O:22])[O:23][C:24]([CH3:25])([CH3:26])[CH3:27])[c:18]2[cH:19][cH:20]1. Product: CC(C)(C)OC(=O)n1c(-c2cnc(Cl)o2)cc2cc(F)ccc21.